From a dataset of the Open Reaction Database (ORD), a public repository of structured organic reaction records. describe an organic reaction: reactants, conditions, products, and yield RXN SMILES: C1(OC)C=CC=CC=1.FC(F)(F)C(O)=O.[NH2:16][C:17]1[S:18][CH:19]=[C:20]([C:22](=[N:52][O:53][C:54](C(O)=O)(C)C)[C:23]([NH:25][CH:26]2[C:50](=[O:51])[N:28]3[C:29]([C:47]([OH:49])=[O:48])=[C:30]([CH:33]=[CH:34][C:35]4[CH:40]=[CH:39][C:38]([N+:41]([O-:43])=[O:42])=[CH:37][C:36]=4[N+]([O-])=O)[CH2:31][S:32][C@H:27]23)=[O:24])[N:21]=1>>[NH2:16][C:17]1[S:18][CH:19]=[C:20]([C:22](=[N:52][O:53][CH3:54])[C:23]([NH:25][CH:26]2[C:50](=[O:51])[N:28]3[C:29]([C:47]([OH:49])=[O:48])=[C:30]([CH:33]=[CH:34][C:35]4[CH:40]=[CH:39][C:38]([N+:41]([O-:43])=[O:42])=[CH:37][CH:36]=4)[CH2:31][S:32][C@H:27]23)=[O:24])[N:21]=1. The reactants are compound, NC=1SC=C(N1)C(C(=O)NC1[C@@H]2N(C(=C(CS2)C=CC2=C(C=C(C=C2)[N+](=O)[O-])[N+](=O)[O-])C(=O)O)C1=O)=NOC(C)(C)C(=O)O (7-[2-(2-aminothiazol-4-yl)-2-(1-carboxy-1-methylethoxyimino)acetamido]-3-(2,4-dinitrostyryl)-3-cephem-4-carboxylic acid), C1(=CC=CC=C1)OC (anisole), FC(C(=O)O)(F)F (trifluoro acetic acid). Isolated yield 70.0%. The product is NC=1SC=C(N1)C(C(=O)NC1[C@@H]2N(C(=C(CS2)C=CC2=CC=C(C=C2)[N+](=O)[O-])C(=O)O)C1=O)=NOC (7-[2-(2-aminothiazol-4-yl)-2-methoxyiminoacetamido]-3-(4-nitrostyryl)-3-cephem-4-carboxylic acid). Procedure details: This compound (210 mg, 0.22 mmol), anisole (0.5 ml, 4.5 mmol) and trifluoro acetic acid (2.5 ml, 33.8 mmol) were used to conduct the procedure similar to that shown in (2) of Example 1 to obtain 100 mg (yield: 70%) of the titled compound as yellow powder. The reactants are [H-].[Na+] (NaH), CC1=CC=C(C=C1)S(=O)(=O)C[N+]#[C-] (TosMIC), O (H2O), BrCCCCC1(CC1)C(=O)OC(C)(C)C (tert-Butyl 1-(4-bromo-butyl)-cyclopropanecarboxylate). The reagents and catalysts are [N+](CCCC)(CCCC)(CCCC)CCCC.[I-] (Bu4NI). The solvent is CS(=O)C (DMSO). Conditions: time 10 minute. Product: C(C)(C)(C)OC(=O)C1(CC1)CCCCC(CCCCC1(CC1)C(=O)OC(C)(C)C)(S(=O)(=O)C1=CC=C(C=C1)C)[N+]#[C-] (tert-butyl 1-{9-[1-(tert-butoxycarbonyl)cyclopropyl]-5-isocyano-5-[(4-methylphenyl)sulfonyl]nonyl}-1-cyclopropanecarboxylate). RXN SMILES: [H-].[Na+].[CH3:3][C:4]1[CH:9]=[CH:8][C:7]([S:10]([CH2:13][N+:14]#[C-:15])(=[O:12])=[O:11])=[CH:6][CH:5]=1.Br[CH2:17][CH2:18][CH2:19][CH2:20][C:21]1([C:24]([O:26][C:27]([CH3:30])([CH3:29])[CH3:28])=[O:25])[CH2:23][CH2:22]1.[OH2:31]>[N+](CCCC)(CCCC)(CCCC)CCCC.[I-].CS(C)=O>[C:27]([O:26][C:24]([C:21]1([CH2:20][CH2:19][CH2:18][CH2:17][C:13]([N+:14]#[C-:15])([S:10]([C:7]2[CH:6]=[CH:5][C:4]([CH3:3])=[CH:9][CH:8]=2)(=[O:12])=[O:11])[CH2:17][CH2:18][CH2:19][CH2:20][C:21]2([C:24]([O:26][C:27]([CH3:28])([CH3:30])[CH3:29])=[O:31])[CH2:23][CH2:22]2)[CH2:23][CH2:22]1)=[O:25])([CH3:30])([CH3:29])[CH3:28] |f:0.1,5.6|. Procedure: Under a N2 atmosphere, NaH (60% (%) in mineral oil, 2.91 g, 72.8 mmol) was added portion wise to a solution of TosMIC (5.85 g, 30.0 mmol) and Bu4NI (1.10 g, 2.98 mmol) in dry DMSO (100 mL) while stirring vigorously and cooling with a water bath. After 10 min, tert-Butyl 1-(4-bromo-butyl)-cyclopropanecarboxylate (16.56 g, 94% pure by GC, 56.2 mmol) was added drop wise in 20 min and stirring was continued for 1 h and 50 min. Then, H2O (100 mL) was added drop wise and the resulting mixture was extr... The reactants are CC(C)(C)OC(=O)c1cc(Br)cc(C(O)(C(F)(F)F)C(F)(F)F)c1, CCCO, Cc1ccc(B(O)O)cc1, [K+], [K+], O=C([O-])[O-], O. Product: Cc1ccc(-c2cc(C(=O)OC(C)(C)C)cc(C(O)(C(F)(F)F)C(F)(F)F)c2)cc1. As a reaction SMILES: [Br:1][c:2]1[cH:3][c:4]([C:5](=[O:6])[O:7][C:8]([CH3:9])([CH3:10])[CH3:11])[cH:12][c:13]([C:15]([C:16]([F:17])([F:18])[F:19])([C:20]([F:21])([F:22])[F:23])[OH:24])[cH:14]1.[CH2:42]([OH:43])[CH2:44][CH3:45].[CH3:25][c:26]1[cH:27][cH:28][c:29]([B:32]([OH:33])[OH:34])[cH:30][cH:31]1.[K+:35].[K+:36].[O-:37][C:38]([O-:39])=[O:40].[OH2:41]>>[c:2]1(-[c:29]2[cH:28][cH:27][c:26]([CH3:25])[cH:31][cH:30]2)[cH:3][c:4]([C:5](=[O:6])[O:7][C:8]([CH3:9])([CH3:10])[CH3:11])[cH:12][c:13]([C:15]([C:16]([F:17])([F:18])[F:19])([C:20]([F:21])([F:22])[F:23])[OH:24])[cH:14]1. Reaction SMILES: [CH3:1][N:2]([CH3:8])[CH2:3][CH:4]([OH:7])[CH2:5][OH:6].[CH3:9][I:10]>C(Cl)Cl>[I-:10].[OH:7][CH:4]([CH2:5][OH:6])[CH2:3][N+:2]([CH3:9])([CH3:8])[CH3:1] |f:3.4|. Product: [I-].OC(C[N+](C)(C)C)CO ((2,3-Dihydroxy-propyl)-N,N,N-trimethyl-ammonium iodide). Conditions: time 1 hour. Reactants: CN(CC(CO)O)C (3-(dimethylamino)-1,2-propanediol), CI (MeI). Solvent: C(Cl)Cl (CH2Cl2). The yield is 100.0%. Procedure details: To 1 mol of 3-(dimethylamino)-1,2-propanediol 20 (1.2 g) dissolved in CH2Cl2 (5 mL), MeI (2 g, 1.5 mol) was added and the mixture stirred at rt for 1 h. The solution was then filtered and the filtrated recristalise in MeOH/Ether and dried in vacuo. (yield 100%). The characterization data were consistent with the proposed structure. Run at temperature 90 celsius, time 2 hour. Run in C1(=CC=CC=C1)C (toluene). Reactants: C(C)(C)(C)OC(=O)N1CCC(CC1)N1N(C(C(=C1C1=NC(=NC=C1)S(=O)(=O)C)C1=CC=C(C=C1)F)=O)C (4-[4-(4-fluorophenyl)-2-methyl-5-(2-methanesulfonyl-pyrimidin-4-yl)-3-oxo-2,3-dihydro-pyrazol-1-yl]-piperidine-1 carboxylic acid tert-butyl ester), N[C@@H](C)COC ((S)-2-amino-3-methoxypropane). Reaction SMILES: [C:1]([O:5][C:6]([N:8]1[CH2:13][CH2:12][CH:11]([N:14]2[C:18]([C:19]3[CH:24]=[CH:23][N:22]=[C:21](S(C)(=O)=O)[N:20]=3)=[C:17]([C:29]3[CH:34]=[CH:33][C:32]([F:35])=[CH:31][CH:30]=3)[C:16](=[O:36])[N:15]2[CH3:37])[CH2:10][CH2:9]1)=[O:7])([CH3:4])([CH3:3])[CH3:2].[NH2:38][C@H:39]([CH2:41][O:42][CH3:43])[CH3:40]>C1(C)C=CC=CC=1>[C:1]([O:5][C:6]([N:8]1[CH2:13][CH2:12][CH:11]([N:14]2[C:18]([C:19]3[CH:24]=[CH:23][N:22]=[C:21]([NH:38][C@@H:39]([CH3:40])[CH2:41][O:42][CH3:43])[N:20]=3)=[C:17]([C:29]3[CH:34]=[CH:33][C:32]([F:35])=[CH:31][CH:30]=3)[C:16](=[O:36])[N:15]2[CH3:37])[CH2:10][CH2:9]1)=[O:7])([CH3:4])([CH3:3])[CH3:2]. Reported procedure: To a solution of 4-[4-(4-fluorophenyl)-2-methyl-5-(2-methanesulfonyl-pyrimidin-4-yl)-3-oxo-2,3-dihydro-pyrazol-1-yl]-piperidine-1 carboxylic acid tert-butyl ester, 12, (6 g, 12 mmol) in toluene (30 mL) is added (S)-2-amino-3-methoxypropane (2.14 g, 24 mmol). After stirring at 90° C. for 2 hours, the reaction mixture is cooled to room temperature and then concentrated in vacuo. Purification over silica (50% EtOAc/hexane) affords the desired product. Yields the product C(C)(C)(C)OC(=O)N1CCC(CC1)N1N(C(C(=C1C1=NC(=NC=C1)N[C@H](COC)C)C1=CC=C(C=C1)F)=O)C (4-{4-(4-fluorophenyl)-2-methyl-3-oxo-5-[2-(2-methoxy-1-(S)-methyl-ethylamino)-pyrimidin-4-yl]-2,3-dihydro-pyrazol-1-yl}-piperidine-1-carboxylic acid tert-butyl ester). Starting materials: [Br-], Cc1cc(C)c(N)c(Br)c1, Br, Br, C=CC#N, C1CCCCC1, CC(C)=O, O=N[O-], [Na+], O. Product: Cc1cc(C)c(C=CC#N)c(Br)c1. RXN SMILES: [Br-:21].[Br:2][c:3]1[c:4]([NH2:5])[c:6]([CH3:11])[cH:7][c:8]([CH3:10])[cH:9]1.[BrH:12].[BrH:1].[CH2:17]=[CH:18][C:19]#[N:20].[CH2:23]1[CH2:24][CH2:25][CH2:26][CH2:27][CH2:28]1.[CH3:29][C:30](=[O:31])[CH3:32].[N:13]([O-:14])=[O:15].[Na+:16].[OH2:22]>>[Br:2][c:3]1[c:4]([CH:17]=[CH:18][C:19]#[N:20])[c:6]([CH3:11])[cH:7][c:8]([CH3:10])[cH:9]1. The reactants are OC1=CC=C(CN2N=C(C(=C2)CCC(=O)OCC)C2=CC=CC=C2)C=C1 (ethyl 3-[1-(4-hydroxybenzyl)-3-phenyl-1H-pyrazol-4-yl]propionate), Cl.ClCC1=NC2=CC=CC=C2C=C1 (2-chloromethylquinoline hydrochloride), C([O-])([O-])=O.[K+].[K+] (potassium carbonate), CN(C=O)C (N,N-dimethylformamide). The solvent is O (water). Conditions: temperature 80 celsius, time 5 hour. The product is C1(=CC=CC=C1)C1=NN(C=C1CCC(=O)O)CC1=CC=C(C=C1)OCC1=NC2=CC=CC=C2C=C1 (3-[3-phenyl-1-[4-(2-quinolylmethoxy)benzyl]-1H-pyrazol-4-yl]propionic acid). The yield is 83.2%. Reaction SMILES: [OH:1][C:2]1[CH:26]=[CH:25][C:5]([CH2:6][N:7]2[CH:11]=[C:10]([CH2:12][CH2:13][C:14]([O:16]CC)=[O:15])[C:9]([C:19]3[CH:24]=[CH:23][CH:22]=[CH:21][CH:20]=3)=[N:8]2)=[CH:4][CH:3]=1.Cl.Cl[CH2:29][C:30]1[CH:39]=[CH:38][C:37]2[C:32](=[CH:33][CH:34]=[CH:35][CH:36]=2)[N:31]=1.C(=O)([O-])[O-].[K+].[K+].CN(C)C=O>O>[C:19]1([C:9]2[C:10]([CH2:12][CH2:13][C:14]([OH:16])=[O:15])=[CH:11][N:7]([CH2:6][C:5]3[CH:4]=[CH:3][C:2]([O:1][CH2:29][C:30]4[CH:39]=[CH:38][C:37]5[C:32](=[CH:33][CH:34]=[CH:35][CH:36]=5)[N:31]=4)=[CH:26][CH:25]=3)[N:8]=2)[CH:24]=[CH:23][CH:22]=[CH:21][CH:20]=1 |f:1.2,3.4.5|. Reported procedure: A mixture of ethyl 3-[1-(4-hydroxybenzyl)-3-phenyl-1H-pyrazol-4-yl]propionate (600 mg), 2-chloromethylquinoline hydrochloride (380 mg), potassium carbonate (360 mg) and N,N-dimethylformamide (10 ml) was stirred at 80° C. for 5 hours. The reaction mixture was poured into water, and extracted with ethyl acetate. The ethyl acetate layer was washed with saturated aqueous sodium chloride solution, dried (MgSO4) and concentrated. The residue was subjected to silica gel column chromatography to obtain ... Starting materials: C(CCC)[Li] (n-butyl lithium), C(C1=CC=CC=C1)Br (benzyl bromide), [Cl-].[NH4+] (ammonium chloride), COC(C(CCC(=O)OC)=O)(OC)OC (dimethyl 2-oxoglutarate dimethyl acetal), C(C)(C)NC(C)C (diisopropylamine). Solvent: O1CCCC1 (tetrahydrofuran), O1CCCC1 (tetrahydrofuran), CN(P(=O)(N(C)C)N(C)C)C (hexamethylphosphoramide), O1CCCC1 (tetrahydrofuran). Reaction conditions: temperature -20 celsius, time 15 minute. The product is COC(C(CC(C(=O)OC)CC1=CC=CC=C1)=O)(OC)OC (dimethyl 4-benzyl-2-oxoglutarate dimethyl acetal). As a reaction SMILES: C([Li])CCC.C(NC(C)C)(C)C.[CH3:13][O:14][C:15]([O:26][CH3:27])([O:24][CH3:25])[C:16](=[O:23])[CH2:17][CH2:18][C:19]([O:21][CH3:22])=[O:20].[CH2:28](Br)[C:29]1[CH:34]=[CH:33][CH:32]=[CH:31][CH:30]=1.[Cl-].[NH4+]>O1CCCC1.CN(C)P(N(C)C)(N(C)C)=O>[CH3:27][O:26][C:15]([O:24][CH3:25])([O:14][CH3:13])[C:16](=[O:23])[CH2:17][CH:18]([CH2:28][C:29]1[CH:34]=[CH:33][CH:32]=[CH:31][CH:30]=1)[C:19]([O:21][CH3:22])=[O:20] |f:4.5|. Procedure: Under nitrogen atmosphere at -78° C., 4.29 ml of 1.5 M n-butyl lithium (hexane solution) was added, while stirring, to 0.98 ml of diisopropylamine dissolved in 13 ml of anhydous tetrahydrofuran. The stirring was conducted for 15 minutes. To the resultant was added, taking 5 minutes, 1.18 g of dimethyl 2-oxoglutarate dimethyl acetal dissolved in 7 ml of anhydrous tetrahydrofuran, followed by stirring for 15 minutes. To the mixture was added, taking 5 minutes, a solution of 0.76 ml of benzyl bromi... The reactants are C(C)(CC)[Li] (s-butyl lithium), C1CCCCC1 (cyclohexane), C(=O)=O.CC(=O)C (dry-ice acetone), CN(C)CCN(C)C (TMEDA), CN(C)C=O (DMF), C(=O)=O.CC(=O)C (dry-ice acetone), 1h, ClC1=C(C=C(C=C1)F)Cl (1,2-dichloro-4-fluorobenzene). Solvent: C1CCOC1 (THF), C1CCOC1 (THF), CCOCC (ether), C1CCOC1 (THF). Run at temperature -45 celsius. The product is FC1=C(C=O)C(=C(C=C1)Cl)Cl (2-fluoro-5,6-dichlorobenzaldehyde). RXN SMILES: C([Li])(CC)C.C1CCCCC1.[C:12](=[O:14])=O.CC(C)=O.CN(CCN(C)C)C.[Cl:27][C:28]1[CH:33]=[CH:32][C:31]([F:34])=[CH:30][C:29]=1[Cl:35].CN(C=O)C>C1COCC1.CCOCC>[F:34][C:31]1[CH:32]=[CH:33][C:28]([Cl:27])=[C:29]([Cl:35])[C:30]=1[CH:12]=[O:14] |f:2.3|. Procedure: A solution of 1.3M s-butyl lithium in cyclohexane (244 mL, 317 mmol) is added to a dry-ice/acetone cooled solution of TMEDA (34 g, 293 mmol) in THF (250 mL), maintaining the internal reaction temperature <-70° C. The resulting reaction mixture is cooled and maintained at ≤-90° C. with an ether/liquid nitrogen bath while a solution of 1,2-dichloro-4-fluorobenzene (40 g, 244 mmol) in THF (100 mL) is added dropwise. The resulting reaction mixture is stirred with dry-ice/acetone cooling for 1h, then...